From a dataset of the Open Reaction Database (ORD), a public repository of structured organic reaction records. describe an organic reaction: reactants, conditions, products, and yield The reactants are CC(Cl)c1cccnc1, ClC1=C(O)C=CC(CN(C)C)=C1. The reagents and catalysts are O=C([O-])[O-].[Cs+].[Cs+] (cesium carbonate), [I-].[K+] (potassium iodide). Run in CN(C)C=O (DMF), CN(C)C=O (dmf), CN(C)C=O (DMF). Run at temperature 70 celsius, time 16 hour. Yields the product CC(Oc1ccc(CN(C)C)cc1Cl)c1cccnc1. Reactants: ClC=1C=C(C=C(C1C)Cl)C=1C=CC(NN1)=O (6-(3,5-dichloro-4-methylphenyl)-3-pyridazone), ClC(=O)OC (methyl chloroformate). Run in C=1(C(=CC=CC1)C)C (xylene). Yields the product ClC=1C=C(C=C(C1C)Cl)C=1C=CC(N(N1)C(=O)OC)=O (6-(3,5-Dichloro-4-methylphenyl)-2-methoxycarbonyl-3-pyridazone). The yield is 93.9%. Reaction SMILES: [Cl:1][C:2]1[CH:3]=[C:4]([C:10]2[CH:11]=[CH:12][C:13](=[O:16])[NH:14][N:15]=2)[CH:5]=[C:6]([Cl:9])[C:7]=1[CH3:8].Cl[C:18]([O:20][CH3:21])=[O:19]>C1(C)C(C)=CC=CC=1>[Cl:1][C:2]1[CH:3]=[C:4]([C:10]2[CH:11]=[CH:12][C:13](=[O:16])[N:14]([C:18]([O:20][CH3:21])=[O:19])[N:15]=2)[CH:5]=[C:6]([Cl:9])[C:7]=1[CH3:8]. Reported procedure: A mixture of 2.55 g of 6-(3,5-dichloro-4-methylphenyl)-3-pyridazone, 4.7 g of methyl chloroformate and 25 ml of xylene was heated under reflux for 1.5 hours. The reaction mixture was then left to cool at room temperature and the precipitate thus produced was collected by filtration and washed with hexane, giving 2.94 g (94%) of the desired Compound No. 23 in the form of colourless prisms having, after recrystallization from benzene, a melting point of 203°-206° C. Starting materials: CC#N, O=C(O)c1cn(C2CC2)c2c(F)c(F)c(F)cc2c1=O, C1CN2CCC(C2)N1, C1CCC2=NCCCN2CC1. The product is O=C(O)c1cn(C2CC2)c2c(F)c(N3CCN4CCC3C4)c(F)cc2c1=O. RXN SMILES: [CH3:40][C:41]#[N:42].[CH:1]1([n:4]2[cH:5][c:6]([C:18](=[O:19])[OH:20])[c:7](=[O:17])[c:8]3[cH:9][c:10]([F:16])[c:11]([F:15])[c:12]([F:14])[c:13]23)[CH2:2][CH2:3]1.[N:21]12[CH2:22][CH2:23][NH:24][CH:25]([CH2:26][CH2:27]1)[CH2:28]2.[N:29]12[CH2:30][CH2:31][CH2:32][N:33]=[C:34]1[CH2:35][CH2:36][CH2:37][CH2:38][CH2:39]2>>[CH:1]1([n:4]2[cH:5][c:6]([C:18](=[O:19])[OH:20])[c:7](=[O:17])[c:8]3[cH:9][c:10]([F:16])[c:11]([N:24]4[CH2:23][CH2:22][N:21]5[CH2:27][CH2:26][CH:25]4[CH2:28]5)[c:12]([F:14])[c:13]23)[CH2:2][CH2:3]1. The reactants are [OH-].[Na+] (sodium hydroxide), CC1(NC(CC(C1)O)(C)C)C (2, 2, 6, 6-tetramethyl-4-hydroxypiperidine), aqueous solution, C=O (formaldehyde). Solvent: C(=O)O (formic acid). The product is CN1C(CC(CC1(C)C)O)(C)C (1, 2, 2, 6, 6-Pentamethyl-4-Hydroxypiperidine). Reaction SMILES: [CH3:1][C:2]1([CH3:11])[CH2:7][CH:6]([OH:8])[CH2:5][C:4]([CH3:10])([CH3:9])[NH:3]1.[CH2:12]=O.[OH-].[Na+]>C(O)=O>[CH3:12][N:3]1[C:4]([CH3:10])([CH3:9])[CH2:5][CH:6]([OH:8])[CH2:7][C:2]1([CH3:11])[CH3:1] |f:2.3|. Reported procedure: A mixture of 18 grams of commercially available 2, 2, 6, 6-tetramethyl-4-hydroxypiperidine, 18 grams of an aqueous solution containing 37% of formaldehyde and 4 milliliters of formic acid containing 1% water is placed in a 100-ml., round-bottomed flask and heated on a steam bath for 7 hours. The contents are cooled, made basic with sodium hydroxide and extracted with ether. The ether extract is dried using anhydrous magnesium sulfate and the ether evaporated. The residue, a white solid, is purif... Starting materials: CCOC(C)=O, C1COCCO1, CCCCCC, CCOC(C)=O, Cc1ccnc2c1N=C(OS(=O)(=O)C(F)(F)F)c1cccnc1N2C1CC1, [NH4+], [OH-]. The product is Cc1ccnc2c1N=C(N)c1cccnc1N2C1CC1. As a reaction SMILES: [C:36]([O:37][CH2:38][CH3:39])(=[O:40])[CH3:41].[CH2:42]1[O:43][CH2:44][CH2:45][O:46][CH2:47]1.[CH3:30][CH2:31][CH2:32][CH2:33][CH2:34][CH3:35].[CH3:48][CH2:49][O:50][C:51](=[O:52])[CH3:53].[CH:1]1([N:4]2[c:5]3[c:6]([c:23]([CH3:27])[cH:24][cH:25][n:26]3)[N:7]=[C:8]([O:15][S:16]([C:17]([F:18])([F:19])[F:20])(=[O:21])=[O:22])[c:9]3[c:10]2[n:11][cH:12][cH:13][cH:14]3)[CH2:2][CH2:3]1.[NH4+:28].[OH-:29]>>[CH:1]1([N:4]2[c:5]3[c:6]([c:23]([CH3:27])[cH:24][cH:25][n:26]3)[N:7]=[C:8]([NH2:28])[c:9]3[c:10]2[n:11][cH:12][cH:13][cH:14]3)[CH2:2][CH2:3]1.